From a dataset of the Open Reaction Database (ORD), a public repository of structured organic reaction records. describe an organic reaction: reactants, conditions, products, and yield Starting materials: C1COCCO1, COCCCOC(c1ccccc1)C1CCCN(C(=O)OC(C)(C)C)C1, O=C(OC(Cl)(Cl)Cl)OC(Cl)(Cl)Cl, ClCCl, Cl, c1ccncc1. As a reaction SMILES: [CH2:27]1[O:28][CH2:29][CH2:30][O:31][CH2:32]1.[CH3:1][O:2][CH2:3][CH2:4][CH2:5][O:6][CH:7]([CH:8]1[CH2:9][N:10]([C:14](=[O:15])[O:16][C:17]([CH3:18])([CH3:19])[CH3:20])[CH2:11][CH2:12][CH2:13]1)[c:21]1[cH:22][cH:23][cH:24][cH:25][cH:26]1.[Cl:39][C:40]([Cl:41])([O:42][C:43](=[O:44])[O:45][C:46]([Cl:47])([Cl:48])[Cl:49])[Cl:50].[Cl:52][CH2:53][Cl:54].[ClH:51].[cH:33]1[cH:34][cH:35][n:36][cH:37][cH:38]1>>[CH3:1][O:2][CH2:3][CH2:4][CH2:5][O:6][CH:7]([CH:8]1[CH2:9][N:10]([C:14](=[O:15])[Cl:39])[CH2:11][CH2:12][CH2:13]1)[c:21]1[cH:22][cH:23][cH:24][cH:25][cH:26]1. Yields the product COCCCOC(c1ccccc1)C1CCCN(C(=O)Cl)C1. The reactants are C(O)([O-])=O.[Na+] (sodium hydrogencarbonate), C(C)(C)N(CC)C(C)C (N,N-diisopropyl-N-ethylamine), CS(=O)(=O)OS(=O)(=O)C (methanesulfonic anhydride), OCC=1N(C(=C(N1)C(C)(C)O)C(=O)[O-])CC1=CC=C(C=C1)C1=C(C=CC=C1)C1=NN=NN1C(C1=CC=CC=C1)(C1=CC=CC=C1)C1=CC=CC=C1 (2-hydroxymethyl-4-(1-hydroxy-1-methylethyl)-1-{4-[2-(trityltetrazol-5-yl)phenyl]phenyl}methylimidazole-5-carboxylate). Run in O1CCCC1 (tetrahydrofuran), C(C)(=O)OCC (ethyl acetate). Conditions: time 1.5 hour. Product: OC(C)(C)C=1N=C(N(C1C(=O)OCC)CC1=CC=C(C=C1)C1=C(C=CC=C1)C1=NN=NN1C(C1=CC=CC=C1)(C1=CC=CC=C1)C1=CC=CC=C1)COS(=O)(=O)C (Ethyl 4-(1-hydroxy-1-methylethyl)-2-methanesulfonyloxymethyl-1-{4-[2-(trityltetrazol-5-yl)phenyl]phenyl}methylimidazole-5-carboxylate). RXN SMILES: [CH:1](N(C(C)C)CC)(C)[CH3:2].[CH3:10][S:11]([O:14]S(C)(=O)=O)(=[O:13])=[O:12].O[CH2:20][C:21]1[N:22]([CH2:33][C:34]2[CH:39]=[CH:38][C:37]([C:40]3[CH:45]=[CH:44][CH:43]=[CH:42][C:41]=3[C:46]3[N:50]([C:51]([C:64]4[CH:69]=[CH:68][CH:67]=[CH:66][CH:65]=4)([C:58]4[CH:63]=[CH:62][CH:61]=[CH:60][CH:59]=4)[C:52]4[CH:57]=[CH:56][CH:55]=[CH:54][CH:53]=4)[N:49]=[N:48][N:47]=3)=[CH:36][CH:35]=2)[C:23]([C:30]([O-:32])=[O:31])=[C:24]([C:26]([OH:29])([CH3:28])[CH3:27])[N:25]=1.C(=O)([O-])O.[Na+]>O1CCCC1.C(OCC)(=O)C>[OH:29][C:26]([C:24]1[N:25]=[C:21]([CH2:20][O:14][S:11]([CH3:10])(=[O:13])=[O:12])[N:22]([CH2:33][C:34]2[CH:35]=[CH:36][C:37]([C:40]3[CH:45]=[CH:44][CH:43]=[CH:42][C:41]=3[C:46]3[N:50]([C:51]([C:64]4[CH:69]=[CH:68][CH:67]=[CH:66][CH:65]=4)([C:52]4[CH:53]=[CH:54][CH:55]=[CH:56][CH:57]=4)[C:58]4[CH:59]=[CH:60][CH:61]=[CH:62][CH:63]=4)[N:49]=[N:48][N:47]=3)=[CH:38][CH:39]=2)[C:23]=1[C:30]([O:32][CH2:1][CH3:2])=[O:31])([CH3:27])[CH3:28] |f:3.4|. Reported procedure: 0.371 ml of N,N-diisopropyl-N-ethylamine and then 0.371 g of methanesulfonic anhydride were added, under a nitrogen atmosphere, to a solution of 500 mg of ethyl, 2-hydroxymethyl-4-(1-hydroxy-1-methylethyl)-1-{4-[2-(trityltetrazol-5-yl)phenyl]phenyl}methylimidazole-5-carboxylate [prepared as described in step (b) above] in 10 ml of tetrahydrofuran. The mixture was then stirred at room temperature for 1.5 hours, after which it was mixed with ethyl acetate and an aqueous solution of sodium hydrogen... The reactants are C(CCCCCCC)C1=CC=C(C=C1)C1=CC=C(C=C1)CCl (4'-octyl-4-chloromethylbiphenyl), C(CCC)OC(=O)OC(COC1=CC=C(C=C1)O)C (p-(2-(butoxycarbonyloxy)-propoxy)-phenol), [H-].[Na+] (sodium hydride). Run in CN(C=O)C (dimethylformamide), O (water), O1CCCC1 (tetrahydrofuran), O1CCCC1 (tetrahydrofuran). The product is C(CCCCCCC)C1=CC=C(C=C1)C1=CC=C(C=C1)COC1=CC=C(C=C1)OCC(C)OC(=O)OCCCC (4'-octyl-4-(4-(2-(butoxycarbonyloxy)-propoxy)-phenoxymethyl)-biphenyl). The yield is 24.5%. Reaction SMILES: [CH2:1]([O:5][C:6]([O:8][CH:9]([CH3:19])[CH2:10][O:11][C:12]1[CH:17]=[CH:16][C:15]([OH:18])=[CH:14][CH:13]=1)=[O:7])[CH2:2][CH2:3][CH3:4].[H-].[Na+].[CH2:22]([C:30]1[CH:35]=[CH:34][C:33]([C:36]2[CH:41]=[CH:40][C:39]([CH2:42]Cl)=[CH:38][CH:37]=2)=[CH:32][CH:31]=1)[CH2:23][CH2:24][CH2:25][CH2:26][CH2:27][CH2:28][CH3:29]>O1CCCC1.CN(C)C=O.O>[CH2:22]([C:30]1[CH:31]=[CH:32][C:33]([C:36]2[CH:41]=[CH:40][C:39]([CH2:42][O:18][C:15]3[CH:14]=[CH:13][C:12]([O:11][CH2:10][CH:9]([O:8][C:6]([O:5][CH2:1][CH2:2][CH2:3][CH3:4])=[O:7])[CH3:19])=[CH:17][CH:16]=3)=[CH:38][CH:37]=2)=[CH:34][CH:35]=1)[CH2:23][CH2:24][CH2:25][CH2:26][CH2:27][CH2:28][CH3:29] |f:1.2|. Procedure: A solution of p-(2-(butoxycarbonyloxy)-propoxy)-phenol (1 g) prepared in Example 4 in tetrahydrofuran (20 ml) was dropwise added to a suspension of sodium hydride (0.2 g) in tetrahydrofuran, followed by dropwise adding to the mixture, a solution of 4'-octyl-4-chloromethylbiphenyl (1.2 g) in dimethylformamide (50 ml), agitating the mixture at 60° C. for 10 hours, pouring the reaction solution in water, extracting the resulting material with toluene (300 ml), washing the extract with an acid, then... Starting materials: ClC1=C2C=CC(=NC2=NC=C1)C (5-Chloro-2-methyl-[1,8]naphthyridine), CC1=CC(=C(C=C1)SC1=CC=C(C=C1)OCCC)[N+](=O)[O-] (4-Methyl-2-nitro-1-(4-propoxy-phenylsulfanyl)-benzene). The product is CC1=CC=C2C(=CC=NC2=N1)NC1=C(C=CC(=C1)C)SC1=CC=C(C=C1)OCCC ((7-Methyl-[1,8]naphthyridin-4-yl)-[5-methyl-2-(4-propoxy-phenylsulfanyl)-phenyl]-amine). Reaction SMILES: Cl[C:2]1[CH:11]=[CH:10][N:9]=[C:8]2[C:3]=1[CH:4]=[CH:5][C:6]([CH3:12])=[N:7]2.[CH3:13][C:14]1[CH:19]=[CH:18][C:17]([S:20][C:21]2[CH:26]=[CH:25][C:24]([O:27][CH2:28][CH2:29][CH3:30])=[CH:23][CH:22]=2)=[C:16]([N+:31]([O-])=O)[CH:15]=1>>[CH3:12][C:6]1[N:7]=[C:8]2[C:3]([C:2]([NH:31][C:16]3[CH:15]=[C:14]([CH3:13])[CH:19]=[CH:18][C:17]=3[S:20][C:21]3[CH:26]=[CH:25][C:24]([O:27][CH2:28][CH2:29][CH3:30])=[CH:23][CH:22]=3)=[CH:11][CH:10]=[N:9]2)=[CH:4][CH:5]=1. Procedure: The product from Example 1d (250 mg, 1.56 mmol) was reacted with the product from Example 55a (273 mg, 1.56 mmol) for 5 h following the procedure from Example 1g giving the crude title compound which was purified by HPLC with TFA providing the trifluoroacetic acid salt (187 mg, 23%). 1H NMR (300 MHz, DMSO-d6) δ ppm: 0.97 (t, J=7.35 Hz, 3H) 1.62-1.79 (m, 2H) 2.34 (s, 3H) 2.76 (s, 3H) 3.86 (t, J=6.43 Hz, 2H) 6.27 (d, J=6.99 Hz, 1H) 6.84 (d, J=8.82 Hz, 2H) 7.11 (d, J=7.72 Hz, 1H) 7.24 (d, J=8.46 Hz... Starting materials: COC(=O)COc1ccc(OCC=C(c2ccc(Br)cc2)c2ccc(Br)cc2)cc1C, CCO, [Na+], [OH-]. Product: Cc1cc(OCC=C(c2ccc(Br)cc2)c2ccc(Br)cc2)ccc1OCC(=O)O. As a reaction SMILES: [CH3:1][O:2][C:3]([CH2:4][O:5][c:6]1[c:7]([CH3:30])[cH:8][c:9]([O:12][CH2:13][CH:14]=[C:15]([c:16]2[cH:17][cH:18][c:19]([Br:22])[cH:20][cH:21]2)[c:23]2[cH:24][cH:25][c:26]([Br:29])[cH:27][cH:28]2)[cH:10][cH:11]1)=[O:31].[CH3:34][CH2:35][OH:36].[Na+:33].[OH-:32]>>[O:2]=[C:3]([CH2:4][O:5][c:6]1[c:7]([CH3:30])[cH:8][c:9]([O:12][CH2:13][CH:14]=[C:15]([c:16]2[cH:17][cH:18][c:19]([Br:22])[cH:20][cH:21]2)[c:23]2[cH:24][cH:25][c:26]([Br:29])[cH:27][cH:28]2)[cH:10][cH:11]1)[OH:31].